From a dataset of the Open Reaction Database (ORD), a public repository of structured organic reaction records. describe an organic reaction: reactants, conditions, products, and yield The reactants are C(C)OC(=O)C1CN(CC1=O)C(CCCCCNC(=O)OCC1=CC=CC=C1)=O (1-(6-Benzyloxycarbonylamino-hexanoyl)-4-oxo-pyrrolidine-3-carboxylic acid ethyl ester), C([C@@H]1[C@H]([C@@H]([C@H]([C@H](O1)O[C@]2([C@H]([C@@H]([C@H](O2)CO)O)O)CO)O)O)O)O (sucrose), C([C@@H]1[C@H]([C@@H]([C@H]([C@H](O1)O[C@]2([C@H]([C@@H]([C@H](O2)CO)O)O)CO)O)O)O)O (sucrose). The solvent is O (water). Reaction conditions: temperature 32 celsius, time 24 hour. The product is C(C)OC(=O)C1CN(CC1O)C(CCCCCNC(=O)OCC1=CC=CC=C1)=O (1-(6-Benzyloxycarbonylamino-hexanoyl)-4-hydroxy-pyrrolidine-3-carboxylic acid ethyl ester). The yield is 42.3%. RXN SMILES: C(O)[C@H]1O[C@H](O[C@]2(CO)O[C@H](CO)[C@@H](O)[C@@H]2O)[C@H](O)[C@@H](O)[C@@H]1O.[CH2:24]([O:26][C:27]([CH:29]1[C:33](=[O:34])[CH2:32][N:31]([C:35](=[O:52])[CH2:36][CH2:37][CH2:38][CH2:39][CH2:40][NH:41][C:42]([O:44][CH2:45][C:46]2[CH:51]=[CH:50][CH:49]=[CH:48][CH:47]=2)=[O:43])[CH2:30]1)=[O:28])[CH3:25]>O>[CH2:24]([O:26][C:27]([CH:29]1[CH:33]([OH:34])[CH2:32][N:31]([C:35](=[O:52])[CH2:36][CH2:37][CH2:38][CH2:39][CH2:40][NH:41][C:42]([O:44][CH2:45][C:46]2[CH:47]=[CH:48][CH:49]=[CH:50][CH:51]=2)=[O:43])[CH2:30]1)=[O:28])[CH3:25]. Procedure details: To a solution of sucrose (3 g) in distilled water (40 mL) was added Baker's yeast (2 g). The suspension was heated at 32° C. for 1 h. The content of the flask was then poured into a flask containing ketoester 60 (4 g, 9.88 mmol, dissolved in 4 mL of methanol). Stirring was continued at 32° C. for 24 h after which additional sucrose (3 g) in warm (40° C.) distilled water was added. After 48 h, the suspension was filtered through a pad of Celite. The pad was washed with water and the aqueous layer...